This data is from the Open Reaction Database (ORD), a public repository of structured organic reaction records. The task is: describe an organic reaction: reactants, conditions, products, and yield The reactants are O1CCOC=2C=NC(=CC21)CNCC2CN(CCC2)CCN2C(C=CC1=NC=C(C=C21)F)=O (1-(2-(3-(((2,3-dihydro(1,4)dioxino(2,3-c)pyridin-7-ylmethyl)amino)methyl)piperidin-1-yl)ethyl)-7-fluoro-1,5-naphthyridin-2(1H)-one), Cl.C(C)(=O)OCC (hydrogen chloride ethyl acetate). The solvent is C(C)(=O)OCC (ethyl acetate). Reaction conditions: time 20 minute. Product: Cl.O1CCOC=2C=NC(=CC21)CNCC2CN(CCC2)CCN2C(C=CC1=NC=C(C=C21)F)=O (1-(2-(3-(((2,3-dihydro(1,4)dioxino(2,3-c)pyridin-7-ylmethyl)amino)methyl)piperidin-1-yl)ethyl)-7-fluoro-1,5-naphthyridin-2(1H)-one hydrochloride). RXN SMILES: [O:1]1[C:10]2[CH:9]=[C:8]([CH2:11][NH:12][CH2:13][CH:14]3[CH2:19][CH2:18][CH2:17][N:16]([CH2:20][CH2:21][N:22]4[C:31]5[C:26](=[N:27][CH:28]=[C:29]([F:32])[CH:30]=5)[CH:25]=[CH:24][C:23]4=[O:33])[CH2:15]3)[N:7]=[CH:6][C:5]=2[O:4][CH2:3][CH2:2]1.[ClH:34].C(OCC)(=O)C>C(OCC)(=O)C>[ClH:34].[O:1]1[C:10]2[CH:9]=[C:8]([CH2:11][NH:12][CH2:13][CH:14]3[CH2:19][CH2:18][CH2:17][N:16]([CH2:20][CH2:21][N:22]4[C:31]5[C:26](=[N:27][CH:28]=[C:29]([F:32])[CH:30]=5)[CH:25]=[CH:24][C:23]4=[O:33])[CH2:15]3)[N:7]=[CH:6][C:5]=2[O:4][CH2:3][CH2:2]1 |f:1.2,4.5|. Procedure details: To a solution of 0.14 g of 1-(2-(3-(((2,3-dihydro(1,4)dioxino(2,3-c)pyridin-7-ylmethyl)amino)methyl)piperidin-1-yl)ethyl)-7-fluoro-1,5-naphthyridin-2(1H)-one in 4 mL of ethyl acetate, 1 mL of a 4 mol/L hydrogen chloride/ethyl acetate solution was added, and the mixture was stirred at room temperature for 20 minutes. The solvent was distilled off under reduced pressure, diethyl ether was added to the resultant residue, and the solid was filtered off to obtain 0.10 g of 1-(2-(3-(((2,3-dihydro(1,4)... Starting materials: ClC=1C=C(C=CC1F)N1N=C(C=C1C1=CC(=C(C=C1)F)Cl)C(=O)OCC (Ethyl 1,5-bis(3-chloro-4-fluorophenyl)-1H-pyrazole-3-carboxylate), ClC=1C=C(C=CC1F)N1N=C(C=C1C1=CC(=CC(=C1)F)Cl)C(=O)O (1-(3-Chloro-4-fluorophenyl)-5-(3-chloro-5-fluorophenyl)-1H-pyrazole-3-carboxylic acid). The product is ClC=1C=C(C=CC1F)N1N=C(C=C1C1=CC(=C(C=C1)F)Cl)C(=O)O (1,5-Bis(3-chloro-4-fluorophenyl)-1H-pyrazole-3-carboxylic acid). RXN SMILES: [Cl:1][C:2]1[CH:3]=[C:4]([N:9]2[C:13]([C:14]3[CH:19]=[CH:18][C:17]([F:20])=[C:16]([Cl:21])[CH:15]=3)=[CH:12][C:11]([C:22]([O:24]CC)=[O:23])=[N:10]2)[CH:5]=[CH:6][C:7]=1[F:8].ClC1C=C(N2C(C3C=C(F)C=C(Cl)C=3)=CC(C(O)=O)=N2)C=CC=1F>>[Cl:1][C:2]1[CH:3]=[C:4]([N:9]2[C:13]([C:14]3[CH:19]=[CH:18][C:17]([F:20])=[C:16]([Cl:21])[CH:15]=3)=[CH:12][C:11]([C:22]([OH:24])=[O:23])=[N:10]2)[CH:5]=[CH:6][C:7]=1[F:8]. Procedure: The preparation of the title compound takes place starting from the compound of Example 25A in analogy to the synthesis of the compound of Example 71A. 5.15 g (96% of theory) of the title compound are obtained. Starting materials: 2-L, COC1=CC2=CC=CC=C2NC3=CC=CC=C31 (10-methoxyiminostilbene), CC(=O)C (acetone), solution, Cl (hydrochloric acid). Product: N(O)=C1C(C=CC=C1)C=CC1=CC=CC=C1 (oximinostilbene). Yield: 97.0%. Reaction SMILES: CO[C:3]1[C:17]2[C:12](=[CH:13][CH:14]=[CH:15][CH:16]=2)[NH:11][C:10]2[C:5](=[CH:6][CH:7]=[CH:8][CH:9]=2)[CH:4]=1.Cl.CC(C)=[O:21]>>[N:11](=[C:10]1[CH:9]=[CH:8][CH:7]=[CH:6][CH:5]1[CH:4]=[CH:3][C:17]1[CH:12]=[CH:13][CH:14]=[CH:15][CH:16]=1)[OH:21]. Procedure details: A 2-L, three-necked flask equipped with a mechanical stirrer, thermometer and nitrogen inlet was charged with 10-methoxyiminostilbene I (110.0 g, 0.49 mol) and 330 mL acetone. A 10% solution of hydrochloric acid (28.6 g, 0.08 mol) was then added. The reaction mixture was stirred at ambient temperature for 1–1.5 hours until reaction completion. The product was precipitated by the addition of 660 mL of deionized water, and the resulting suspension was stirred for 3–4 hours. The suspension was filt... Reactants: Cl (hydrochloric acid), [F-].C(CCC)[N+](CCCC)(CCCC)CCCC (Tetrabutylammonium fluoride), ClC=1C=CC(=C2N3C(=NC21)N(CCC3)C=3C(=NC(=NC3CC)C)CC)C=O (9-chloro-1-(4,6-diethyl-2-methylpyrimidin-5-yl)-1,2,3,4-tetrahydropyrimido[1,2-a]benzimidazole-6-carbaldehyde), C[Si](C(F)(F)F)(C)C (trimethyl(trifluoromethyl)silane), C(O)([O-])=O.[Na+] (sodium hydrogen carbonate). The solvent is O1CCCC1 (tetrahydrofuran). Reaction conditions: temperature 0 celsius, time 90 minute. Yields the product ClC1=CC=C(C=2N3C(=NC21)N(CCC3)C=3C(=NC(=NC3CC)C)CC)C(C(F)(F)F)O (1-[9-Chloro-1-(4,6-diethyl-2-methylpyrimidin-5-yl)-1,2,3,4-tetrahydropyrimido[1,2-a]benzimidazol-6-yl]-2,2,2-trifluoroethanol). Isolated yield 96.2%. RXN SMILES: [F-].C([N+](CCCC)(CCCC)CCCC)CCC.[Cl:19][C:20]1[CH:21]=[CH:22][C:23]([CH:44]=[O:45])=[C:24]2[C:28]=1[N:27]=[C:26]1[N:29]([C:33]3[C:34]([CH2:42][CH3:43])=[N:35][C:36]([CH3:41])=[N:37][C:38]=3[CH2:39][CH3:40])[CH2:30][CH2:31][CH2:32][N:25]21.C[Si](C)(C)[C:48]([F:51])([F:50])[F:49].Cl.C(=O)([O-])O.[Na+]>O1CCCC1>[Cl:19][C:20]1[C:28]2[N:27]=[C:26]3[N:29]([C:33]4[C:34]([CH2:42][CH3:43])=[N:35][C:36]([CH3:41])=[N:37][C:38]=4[CH2:39][CH3:40])[CH2:30][CH2:31][CH2:32][N:25]3[C:24]=2[C:23]([CH:44]([OH:45])[C:48]([F:51])([F:50])[F:49])=[CH:22][CH:21]=1 |f:0.1,5.6|. Reported procedure: Tetrabutylammonium fluoride (1.0 M solution in tetrahydrofuran, 0.31 mL, 0.31 mmol) was added dropwise to a stirred solution of 9-chloro-1-(4,6-diethyl-2-methylpyrimidin-5-yl)-1,2,3,4-tetrahydropyrimido[1,2-a]benzimidazole-6-carbaldehyde (601 mg, 1.57 mmol) and trimethyl(trifluoromethyl)silane (670 mg, 4.71 mmol) in tetrahydrofuran (10 mL) at 0° C., and the mixture was stirred at 0° C. for 90 min. 1N hydrochloric acid (4.0 mL) was added to the mixture at 0° C., and the mixture was stirred at 0° ... Starting materials: C(C1=CC=CC=C1)N1C(=NC2=C1C=C(C(=C2)I)Cl)S(=O)(=O)C (1-benzyl-6-chloro-5-iodo-2-methanesulfonyl-1H-benzoimidazole), C(C)OP(OCC)(=O)C1=C(C=CC(=C1)O)C ((5-hydroxy-2-methyl-phenyl)-phosphonic acid diethyl ester), C([O-])([O-])=O.[K+].[K+] (potassium carbonate). Solvent: CN(C)C=O (DMF). Run at time 8 hour. Product: C(C)OP(OCC)(=O)C1=C(C=CC(=C1)OC1=NC2=C(N1CC1=CC=CC=C1)C=C(C(=C2)I)Cl)C ([5-(1-Benzyl-6-chloro-5-iodo-1H-benzoimidazol-2-yloxy)-2-methyl-phenyl]-phosphonic acid diethyl ester). Reaction SMILES: [CH2:1]([N:8]1[C:12]2[CH:13]=[C:14]([Cl:18])[C:15]([I:17])=[CH:16][C:11]=2[N:10]=[C:9]1S(C)(=O)=O)[C:2]1[CH:7]=[CH:6][CH:5]=[CH:4][CH:3]=1.[CH2:23]([O:25][P:26]([C:31]1[CH:36]=[C:35]([OH:37])[CH:34]=[CH:33][C:32]=1[CH3:38])(=[O:30])[O:27][CH2:28][CH3:29])[CH3:24].C(=O)([O-])[O-].[K+].[K+]>CN(C=O)C>[CH2:28]([O:27][P:26]([C:31]1[CH:36]=[C:35]([O:37][C:9]2[N:8]([CH2:1][C:2]3[CH:7]=[CH:6][CH:5]=[CH:4][CH:3]=3)[C:12]3[CH:13]=[C:14]([Cl:18])[C:15]([I:17])=[CH:16][C:11]=3[N:10]=2)[CH:34]=[CH:33][C:32]=1[CH3:38])(=[O:30])[O:25][CH2:23][CH3:24])[CH3:29] |f:2.3.4|. Reported procedure: To a solution of 1-benzyl-6-chloro-5-iodo-2-methanesulfonyl-1H-benzoimidazole (2.7 g, 6.0 mmol) in DMF (30 ml) was added (5-hydroxy-2-methyl-phenyl)-phosphonic acid diethyl ester (1.9 g, 8.4 mmol), followed by potassium carbonate (1.7 g, 12 mmol). After stirring overnight at rt the volatiles were removed by rotary evaporation. The residue thus obtained was partitioned between EtOAc and half-saturated ammonium chloride solution. The EtOAc layer was washed with H2O, brine, and then dried with MgSO... Reactants: C(C)(=O)OC1=CC=C(C(=O)NC2=C(C=CC(=C2)CCCCCCCC)O)C=C1 (2-(4-acetoxybenzoylamino)-4-octylphenol), O.C1(=CC=C(C=C1)S(=O)(=O)O)C (p-toluenesulfonic acid monohydrate). The solvent is ClC1=C(C=CC=C1)Cl (o-dichlorobenzene). Conditions: time 1 hour. Product: OC1=CC=C(C=C1)C=1OC2=C(N1)C=C(C=C2)CCCCCCCC (2-(4-hydroxyphenyl)-5-octylbenzoxazole). Yield: 80.0%. As a reaction SMILES: C([O:4][C:5]1[CH:28]=[CH:27][C:8]([C:9]([NH:11][C:12]2[CH:17]=[C:16]([CH2:18][CH2:19][CH2:20][CH2:21][CH2:22][CH2:23][CH2:24][CH3:25])[CH:15]=[CH:14][C:13]=2[OH:26])=O)=[CH:7][CH:6]=1)(=O)C.O.C1(C)C=CC(S(O)(=O)=O)=CC=1>ClC1C=CC=CC=1Cl>[OH:4][C:5]1[CH:28]=[CH:27][C:8]([C:9]2[O:26][C:13]3[CH:14]=[CH:15][C:16]([CH2:18][CH2:19][CH2:20][CH2:21][CH2:22][CH2:23][CH2:24][CH3:25])=[CH:17][C:12]=3[N:11]=2)=[CH:7][CH:6]=1 |f:1.2|. Reported procedure: In a 200 ml-round-bottomed flask, 4.00 g (10.4 mM) of 2-(4-acetoxybenzoylamino)-4-octylphenol, 0.40 g of p-toluenesulfonic acid monohydrate and 40 ml of o-dichlorobenzene were placed, followed by stirring for 1 hour at 188°-192° C. After the reaction, odichlorobenzene in the reaction mixture was distilled off under reduced pressure. To the residue, 1.98 g (30.0 mM) of potassium hydroxide and 60 ml of ethanol was added and stirred for 1 hour on a water bath kept at about 75° C. After the reaction... Reactants: [Al+3], CCOCC, COc1ccccc1OCC#N, [H-], [H-], [H-], [H-], [Li+]. The product is COc1ccccc1OCCN. As a reaction SMILES: [Al+3:14].[CH2:19]([O:20][CH2:21][CH3:22])[CH3:23].[CH3:1][O:2][c:3]1[c:4]([O:5][CH2:6][C:7]#[N:8])[cH:9][cH:10][cH:11][cH:12]1.[H-:13].[H-:16].[H-:17].[H-:18].[Li+:15]>>[CH3:1][O:2][c:3]1[c:4]([O:5][CH2:6][CH2:7][NH2:8])[cH:9][cH:10][cH:11][cH:12]1. Reactants: O=c1c(Cl)c(Cl)cnn1Cc1ccccc1, ClCCl, C[O-], CO, [Na+]. Yields the product COc1cnn(Cc2ccccc2)c(=O)c1Cl. Reaction SMILES: [CH2:1]([c:2]1[cH:3][cH:4][cH:5][cH:6][cH:7]1)[n:8]1[n:9][cH:10][c:11]([Cl:16])[c:12]([Cl:15])[c:13]1=[O:14].[CH2:22]([Cl:23])[Cl:24].[CH3:17][O-:18].[CH3:20][OH:21].[Na+:19]>>[CH2:1]([c:2]1[cH:3][cH:4][cH:5][cH:6][cH:7]1)[n:8]1[n:9][cH:10][c:11]([O:18][CH3:17])[c:12]([Cl:15])[c:13]1=[O:14]. Reactants: C(C)C1=NN(C(S1)=N)CC1=CC=C(C=C1)C1=C(C=CC=C1)C#N (5-ethyl-2-imino-3-(2'-cyanobiphenyl-4-yl)methyl-1,3,4-thiadiazoline), C[Sn](C)(C)N=[N+]=[N-] (trimethyltin azide), Cl (hydrochloric acid). Solvent: C1(=CC=CC=C1)C (toluene). The product is C(C)C1=NN(C(S1)=N)CC1=CC=C(C=C1)C1=C(C=CC=C1)C1=NN=NN1 (5-ethyl-2-imino-3-[2'-(1H-tetrazol-5-yl)biphenyl-4-yl]methyl-1,3,4-thiadiazoline). Yield: 16.0%. RXN SMILES: [CH2:1]([C:3]1[S:7][C:6](=[NH:8])[N:5]([CH2:9][C:10]2[CH:15]=[CH:14][C:13]([C:16]3[CH:21]=[CH:20][CH:19]=[CH:18][C:17]=3[C:22]#[N:23])=[CH:12][CH:11]=2)[N:4]=1)[CH3:2].C[Sn]([N:28]=[N+:29]=[N-:30])(C)C.Cl>C1(C)C=CC=CC=1>[CH2:1]([C:3]1[S:7][C:6](=[NH:8])[N:5]([CH2:9][C:10]2[CH:15]=[CH:14][C:13]([C:16]3[CH:21]=[CH:20][CH:19]=[CH:18][C:17]=3[C:22]3[NH:30][N:29]=[N:28][N:23]=3)=[CH:12][CH:11]=2)[N:4]=1)[CH3:2]. Reported procedure: In 10 ml of toluene, 1.6 g of 5-ethyl-2-imino-3-(2'-cyanobiphenyl-4-yl)methyl-1,3,4-thiadiazoline and 1.1 g of trimethyltin azide were suspended, followed by heating under reflux for 4 hours. After cooling, the reaction mixture was subjected to column chromatography on a silica gel and eluted using chloroform:methanol (20:1)→chloroform:methanol:acetic acid (20:10:1). The eluate fractions thus obtained were distilled off under reduced pressure. To the resulting residue, 40 ml of 2N sodium hydroxi...